From a dataset of the Open Reaction Database (ORD), a public repository of structured organic reaction records. describe an organic reaction: reactants, conditions, products, and yield Starting materials: C(#N)C=1C(=C(C(=C(C1C)C1=CC(=CC=C1)O)F)O)[N-]CC(C)C (N-(5-cyano-2-fluoro-3,3′-dihydroxy-6-methylbiphenyl-4-yl)isobutylamide), O.C1(=CC=C(C=C1)S(=O)(=O)O)C (p-toluenesulfonic acid monohydrate), C1(=CC=CC=C1)C (toluene). Run in C(C)(=O)OCC (ethyl acetate). Yields the product FC=1C(=C(C(=C2N=C(OC21)C(C)C)C#N)C)C2=CC(=CC=C2)O (7-Fluoro-6-(3-hydroxyphenyl)-2-isopropyl-5-methyl-1,3-benzoxazole-4-carbonitrile). Isolated yield 54.4%. Reaction SMILES: [C:1]([C:3]1[C:4]([N-:19][CH2:20][CH:21]([CH3:23])[CH3:22])=[C:5]([OH:18])[C:6]([F:17])=[C:7]([C:10]2[CH:15]=[CH:14][CH:13]=[C:12]([OH:16])[CH:11]=2)[C:8]=1[CH3:9])#[N:2].O.C1(C)C=CC(S(O)(=O)=O)=CC=1.C1(C)C=CC=CC=1>C(OCC)(=O)C>[F:17][C:6]1[C:7]([C:10]2[CH:15]=[CH:14][CH:13]=[C:12]([OH:16])[CH:11]=2)=[C:8]([CH3:9])[C:3]([C:1]#[N:2])=[C:4]2[C:5]=1[O:18][C:20]([CH:21]([CH3:23])[CH3:22])=[N:19]2 |f:1.2|. Procedure: A mixture of N-(5-cyano-2-fluoro-3,3′-dihydroxy-6-methylbiphenyl-4-yl)isobutylamide (I-56) (60 mg, 0.183 mmol), p-toluenesulfonic acid monohydrate (10.4 mg, 0.0548 mmol) and toluene (5 ml) was heated under reflux for 2.5 hours. After cooling, this was diluted with ethyl acetate, successively washed with 1 N hydrochloric acid and saturated brine, dried on anhydrous magnesium sulfate, the solvent was evaporated away under reduced pressure to obtain a pale brown residue. The resulting residue was p... Starting materials: C(=O)C1=CC=C(C=C1)C1=CC(=CC=C1)CN(C(C1=CC=CC=C1)=O)C (N-(4′-Formylbiphenyl-3-ylmethyl)-N-methylbenzamide), S1C(NC(C1)=O)=O (2,4-thiazolidine dione), C(C)(=O)O.N1CCCCC1 (piperidine acetate), C1(=CC=CC=C1)C (toluene). The solvent is O (water). Yields the product O=C1SC(C(N1)=O)=CC1=CC=C(C=C1)C1=CC(=CC=C1)CN(C(C1=CC=CC=C1)=O)C (N-[4′-(2,4-Dioxothiazolidin-5-ylidenemethyl)-biphenyl-3-ylmethyl]-N-methylbenzamide). As a reaction SMILES: [CH:1]([C:3]1[CH:8]=[CH:7][C:6]([C:9]2[CH:14]=[CH:13][CH:12]=[C:11]([CH2:15][N:16]([CH3:25])[C:17](=[O:24])[C:18]3[CH:23]=[CH:22][CH:21]=[CH:20][CH:19]=3)[CH:10]=2)=[CH:5][CH:4]=1)=O.[S:26]1[CH2:30][C:29](=[O:31])[NH:28][C:27]1=[O:32].C(O)(=O)C.N1CCCCC1.C1(C)C=CC=CC=1>O>[O:32]=[C:27]1[NH:28][C:29](=[O:31])[C:30](=[CH:1][C:3]2[CH:4]=[CH:5][C:6]([C:9]3[CH:14]=[CH:13][CH:12]=[C:11]([CH2:15][N:16]([CH3:25])[C:17](=[O:24])[C:18]4[CH:19]=[CH:20][CH:21]=[CH:22][CH:23]=4)[CH:10]=3)=[CH:7][CH:8]=2)[S:26]1 |f:2.3|. Procedure details: 1.6 g (4.6 mmol) of N-(4′-Formylbiphenyl-3-ylmethyl)-N-methylbenzamide, 610 mg (4.6 mmol) of 2,4-thiazolidine dione, 137 mg of piperidine acetate and 60 ml of toluene are introduced into a round-bottomed flask under a stream of nitrogen. The mixture is refluxed for five hours and the water formed is separated out using Dean-Stark apparatus. The reaction medium is cooled and the precipitate formed is filtered off and purified on a column of silica with an fluent mixture of heptane and ethyl aceta... Reaction SMILES: CCN(C(C)C)C(C)C.Cl.[OH:11][CH:12]1[CH2:15][NH:14][CH2:13]1.Br[CH2:17][C:18]1[CH:25]=[CH:24][C:23]([Cl:26])=[CH:22][C:19]=1[C:20]#[N:21]>C(Cl)Cl>[Cl:26][C:23]1[CH:24]=[CH:25][C:18]([CH2:17][N:14]2[CH2:15][CH:12]([OH:11])[CH2:13]2)=[C:19]([CH:22]=1)[C:20]#[N:21] |f:1.2|. Run in C(Cl)Cl (CH2Cl2). Procedure: DIEA (3.57 mL, 20.50 mmol) was added to a stirred mixture of 3-hydroxyazetidine hydrochloride (1.00 g, 9.11 mmol) and 2-bromomethyl-5-chlorobenzonitrile (2.10 g, 9.11 mmol) in CH2Cl2 (75 mL). After 16 h the reaction mixture was concentrated and the residue was partitioned between ether and 1N HCl. The aqueous layer was washed with ether, made neutral with NaHCO3, saturated with NaCl and extracted into CH2Cl2. The organic layer was dried (Na2SO4) and evaporated to give 5-chloro-2-[(3-hydroxyazeti... Starting materials: CCN(C(C)C)C(C)C (DIEA), Cl.OC1CNC1 (3-hydroxyazetidine hydrochloride), BrCC1=C(C#N)C=C(C=C1)Cl (2-bromomethyl-5-chlorobenzonitrile). Yield: 82.3%. Product: ClC=1C=CC(=C(C#N)C1)CN1CC(C1)O (5-chloro-2-[(3-hydroxyazetidin-1-yl)methyl]benzonitrile).